From a dataset of the Open Reaction Database (ORD), a public repository of structured organic reaction records. describe an organic reaction: reactants, conditions, products, and yield The reactants are S(=O)(=O)(C1=CC=C(C)C=C1)OCCC#C[Si](CC)(CC)CC ((4-triethylsilanylbut-3-yn-1-ol) tosylate), C(C=1C(C([O-])=N)=CC=CC1)([O-])=N.[K+].[K+] (potassium phthalimidate). The solvent is CN(C=O)C (dimethylformamide), CN(C=O)C (dimethylformamide). Yields the product C(C)[Si](C#CCCN1C(C2=CC=CC=C2C1=O)=O)(CC)CC (2-[4-(Triethylsilyl)-3-butynyl]-1H-isoindole-1,3(2H)-dione). As a reaction SMILES: S(O[CH2:12][CH2:13][C:14]#[C:15][Si:16]([CH2:21][CH3:22])([CH2:19][CH3:20])[CH2:17][CH3:18])(C1C=CC(C)=CC=1)(=O)=O.[C:23](=[NH:34])([O-:33])[C:24]1[C:25](=[CH:29][CH:30]=[CH:31][CH:32]=1)[C:26](=N)[O-:27].[K+].[K+]>CN(C)C=O>[CH2:19]([Si:16]([CH2:17][CH3:18])([CH2:21][CH3:22])[C:15]#[C:14][CH2:13][CH2:12][N:34]1[C:23](=[O:33])[C:24]2[C:25](=[CH:29][CH:30]=[CH:31][CH:32]=2)[C:26]1=[O:27])[CH3:20] |f:1.2.3|. Procedure details: 108 g of (4-triethylsilanylbut-3-yn-1-ol) tosylate in 50 ml of dimethylformamide are added to a suspension of 72.3 g of potassium phthalimidate in 450 ml of dimethylformamide.